Dataset: the Open Reaction Database (ORD), a public repository of structured organic reaction records. Task: describe an organic reaction: reactants, conditions, products, and yield Starting materials: S1C=2N(N=C1NC1=CC=C(C=C1)OC)C=CN2 (Imidazo[2,1-b][1,3,4]thiadiazol-2-yl-(4-methoxyphenyl)amine), IN1C(CCC1=O)=O (N-iodosuccinimide). Solvent: CN(C=O)C (N,N-dimethylformamide). Conditions: time 22 hour. Yields the product IC1=CN=C2SC(=NN21)NC2=CC=C(C=C2)OC ((5-iodo-imidazo[2,1-b][1,3,4]thiadiazol-2-yl)-(4-methoxyphenyl)amine). Isolated yield 16.0%. Reaction SMILES: [S:1]1[C:5]([NH:6][C:7]2[CH:12]=[CH:11][C:10]([O:13][CH3:14])=[CH:9][CH:8]=2)=[N:4][N:3]2[CH:15]=[CH:16][N:17]=[C:2]12.[I:18]N1C(=O)CCC1=O>CN(C)C=O>[I:18][C:15]1[N:3]2[C:2]([S:1][C:5]([NH:6][C:7]3[CH:12]=[CH:11][C:10]([O:13][CH3:14])=[CH:9][CH:8]=3)=[N:4]2)=[N:17][CH:16]=1. Reported procedure: Imidazo[2,1-b][1,3,4]thiadiazol-2-yl-(4-methoxyphenyl)amine (0.455 g, 1.85 mmol) was dissolved in N,N-dimethylformamide (8 mL) and N-iodosuccinimide (2.03 mmol, 0.48 g) was added in one portion. The reaction mixture was stirred at room temperature for 22 hours in the absence of light. Solvent was evaporated and the residue was purified by column chromatography (Biotage™/Flash, silica, ethylacetate:dichloromethane 2:8 to 0:10) to give 0.11 g of (5-iodo-imidazo[2,1-b][1,3,4]thiadiazol-2-yl)-(4-met... Reactants: 5-(2,4-dichlorophenyl)-N-[(3R,4S)-4-ethoxy-1-(1,3-thiazol-2-yl)pyrrolidin-3-yl}-3,6-diethylpyrzin-2-amine, BrC=1C=NC=CC1 (3-bromopyridine), ClC1=C(C=CC(=C1)OC)C=1N=C(C(=NC1CC)N[C@@H]1CNC[C@@H]1OCC)CC (5-(2-chloro-4-methoxyphenyl)-N-[(3R,4S)-4-ethoxypyrrolidin-3-yl]-3,6-diethylpyrazin-2-amine). The product is ClC1=C(C=CC(=C1)OC)C=1N=C(C(=NC1CC)N[C@@H]1CN(C[C@@H]1OCC)C=1C=NC=CC1)CC (5-(2-chloro-4-methoxyphenyl)-N-[(3R,4S)-4-ethoxy-1-pyridin-3-ylpyrrolidin-3-yl]-3,6-diethyl pyrazin-2-amine). RXN SMILES: Br[C:2]1[CH:3]=[N:4][CH:5]=[CH:6][CH:7]=1.[Cl:8][C:9]1[CH:14]=[C:13]([O:15][CH3:16])[CH:12]=[CH:11][C:10]=1[C:17]1[N:18]=[C:19]([CH2:34][CH3:35])[C:20]([NH:25][C@H:26]2[C@@H:30]([O:31][CH2:32][CH3:33])[CH2:29][NH:28][CH2:27]2)=[N:21][C:22]=1[CH2:23][CH3:24]>>[Cl:8][C:9]1[CH:14]=[C:13]([O:15][CH3:16])[CH:12]=[CH:11][C:10]=1[C:17]1[N:18]=[C:19]([CH2:34][CH3:35])[C:20]([NH:25][C@H:26]2[C@@H:30]([O:31][CH2:32][CH3:33])[CH2:29][N:28]([C:2]3[CH:3]=[N:4][CH:5]=[CH:6][CH:7]=3)[CH2:27]2)=[N:21][C:22]=1[CH2:23][CH3:24]. Procedure details: Following the procedure for the preparation of 5-(2,4-dichlorophenyl)-N-[(3R,4S)-4-ethoxy-1-(1,3-thiazol-2-yl)pyrrolidin-3-yl}-3,6-diethylpyrzin-2-amine but substituting 3-bromopyridine and starting with 5-(2-chloro-4-methoxyphenyl)-N-[(3R,4S)-4-ethoxypyrrolidin-3-yl]-3,6-diethylpyrazin-2-amine provided the title compound as an amorphous solid. 1H NMR (CDCl3) δ 1.17, 1.26–1.33, 2.51, 2.73, 3.39, 3.57, 3.76, 3.78, 3.86, 3.93, 4.31, 4.91, 5.26, 6.89, 7.04, 7.25, 8.00; IR (diffuse reflectance) 2970... Reaction SMILES: [C:22]([n:23]1[cH:24][cH:25][n:26][cH:27]1)([n:28]1[cH:29][cH:30][n:31][cH:32]1)=[O:33].[CH2:1]([CH2:2][CH2:3][CH3:4])[c:5]1[cH:6][c:7]2[c:8]([n:9][c:10]3[n:11]([c:12]2=[O:13])[cH:14][c:15]([C:18](=[O:19])[OH:20])[cH:16][cH:17]3)[s:21]1.[CH3:41][N:42]([CH3:43])[CH:44]=[O:45].[NH2:35][c:36]1[n:37][n:38][n:39][nH:40]1.[OH2:34]>>[CH2:1]([CH2:2][CH2:3][CH3:4])[c:5]1[cH:6][c:7]2[c:8]([n:9][c:10]3[n:11]([c:12]2=[O:13])[cH:14][c:15]([C:18](=[O:20])[NH:35][c:36]2[n:37][n:38][n:39][nH:40]2)[cH:16][cH:17]3)[s:21]1. Starting materials: O=C(n1ccnc1)n1ccnc1, CCCCc1cc2c(=O)n3cc(C(=O)O)ccc3nc2s1, CN(C)C=O, Nc1nnn[nH]1, O. The product is CCCCc1cc2c(=O)n3cc(C(=O)Nc4nnn[nH]4)ccc3nc2s1. The reactants are C[C@]1(C[C@]2(CO2)CCC1)CN1C=NC2=C1C=C(C=C2)C#N (1-{[(3S,5S)-5-methyl-1-oxaspiro[2.5]oct-5-yl]methyl}-1H-benzimidazole-6-carbonitrile), C(C)OC1=CC=C(C=N1)N (6-(ethyloxy)-3-pyridinamine). RXN SMILES: [CH3:1][C@:2]1([CH2:10][N:11]2[C:15]3[CH:16]=[C:17]([C:20]#[N:21])[CH:18]=[CH:19][C:14]=3[N:13]=[CH:12]2)[CH2:9][CH2:8][CH2:7][C@:4]2([O:6][CH2:5]2)[CH2:3]1.[CH2:22]([O:24][C:25]1[N:30]=[CH:29][C:28]([NH2:31])=[CH:27][CH:26]=1)[CH3:23]>CO>[CH2:22]([O:24][C:25]1[N:30]=[CH:29][C:28]([NH:31][CH2:5][C@:4]2([OH:6])[CH2:7][CH2:8][CH2:9][C@@:2]([CH2:10][N:11]3[C:15]4[CH:16]=[C:17]([C:20]#[N:21])[CH:18]=[CH:19][C:14]=4[N:13]=[CH:12]3)([CH3:1])[CH2:3]2)=[CH:27][CH:26]=1)[CH3:23]. Solvent: CO (MeOH). Reported procedure: A 5 mL microwave vial was charged with 1-{[(3S,5S)-5-methyl-1-oxaspiro[2.5]oct-5-yl]methyl}-1H-benzimidazole-6-carbonitrile (150 mg, 0.533 mmol),6-(ethyloxy)-3-pyridinamine (221 mg, 1.599 mmol) and MeOH (4 mL). The reaction mixture was stirred and heated to 120° C. for 24 h. The reaction mixture was concentrated down to afford an oil. The oil was purified by silica gel (40 g) loading and initially elluting in DCM through to 6% MeOH/DCM over 18 column volumes to afford 1-{[(1S,3S)-3-({[6-(ethylox... Run at temperature 120 celsius. Yields the product C(C)OC1=CC=C(C=N1)NC[C@]1(C[C@@](CCC1)(C)CN1C=NC2=C1C=C(C=C2)C#N)O (1-{[(1S,3S)-3-({[6-(ethyloxy)-3-pyridinyl]amino}methyl)-3-hydroxy-1-methylcyclohexaneyl]methyl}-1H-benzimidazole-6-carbonitrile). Reactants: CN1CCN(CC1)CC1(CCOCC1)C1=CC=C(C=C1)O (4-{4-[(4-methylpiperazin-1-yl)methyl]tetrahydro-2H-pyran-4-yl}phenol), C1=CC=C(C=C1)P(C2=CC=CC=C2)C3=CC=CC=C3 (PPh3), CC(C)OC(=O)/N=N/C(=O)OC(C)C (DIAD), C(C)(C)N1CCC(CC1)O (1-isopropyl-4-hydroxypiperidine), C(C)(C)N1CCC(CC1)O (1-isopropyl-4-hydroxypiperidine), intermediate 55. Yields the product C(C)(C)N1CCC(CC1)OC1=CC=C(C=C1)C1(CCOCC1)CN1CCN(CC1)C (1-[(4-{4-[(1-isopropylpiperidin-4-yl)oxy]phenyl}tetrahydro-2H-pyran-4-yl)methyl]-4-methylpiperazine). The yield is 14.0%. As a reaction SMILES: [CH3:1][N:2]1[CH2:7][CH2:6][N:5]([CH2:8][C:9]2([C:15]3[CH:20]=[CH:19][C:18]([OH:21])=[CH:17][CH:16]=3)[CH2:14][CH2:13][O:12][CH2:11][CH2:10]2)[CH2:4][CH2:3]1.[CH:22]([N:25]1[CH2:30][CH2:29][CH:28](O)[CH2:27][CH2:26]1)([CH3:24])[CH3:23].C1C=CC(P(C2C=CC=CC=2)C2C=CC=CC=2)=CC=1.CC(OC(/N=N/C(OC(C)C)=O)=O)C>>[CH:22]([N:25]1[CH2:30][CH2:29][CH:28]([O:21][C:18]2[CH:17]=[CH:16][C:15]([C:9]3([CH2:8][N:5]4[CH2:4][CH2:3][N:2]([CH3:1])[CH2:7][CH2:6]4)[CH2:10][CH2:11][O:12][CH2:13][CH2:14]3)=[CH:20][CH:19]=2)[CH2:27][CH2:26]1)([CH3:24])[CH3:23]. Procedure details: The title compound (72 mg, 14%) was prepared using 4-{4-[(4-methylpiperazin-1-yl)methyl]tetrahydro-2H-pyran-4-yl}phenol, 1-isopropyl-4-hydroxypiperidine (step 1 of intermediate 21), PPh3 and DIAD similarly to the procedure used for intermediate 55. 1H NMR (400 MHz, CDCl3) δ 1.04 (d, 6H), 1.76-1.90 (m, 4H), 1.96-2.08 (m, 4H), 2.17-2.26 (m, 11H), 2.33-2.38 (m, 4H), 2.69-2.80 (m, 3H), 3.51 (t, 2H), 3.69-3.74 (m, 2H), 4.24 (m, 1H), 6.84 (d, 2H), 7.18 (d, 2H). HRMS ESI+ m/z 416.3268 [MH]+.